This data is from the Open Reaction Database (ORD), a public repository of structured organic reaction records. The task is: describe an organic reaction: reactants, conditions, products, and yield Reactants: C1(=CC=CC=C1)C=1NC=2C=CC=C3C2C1CCNC3=O (2-Phenyl-3,4,5,6-tetrahydro-1H-azepino[5,4,3-cd]indol-6-one), tricyclic bromide, ClC=1C=C(C=CC1)B(O)O (3-chlorophenylboronic acid). The product is ClC=1C=C(C=CC1)C=1NC=2C=CC=C3C2C1CCNC3=O (2-(3-chlorophenyl)-1,3,4,5-tetrahydro-azepino[5,4,3-cd]indol-6-one). As a reaction SMILES: [C:1]1([C:7]2[NH:8][C:9]3[CH:10]=[CH:11][CH:12]=[C:13]4[C:19](=[O:20])[NH:18][CH2:17][CH2:16][C:15]=2[C:14]=34)[CH:6]=[CH:5][CH:4]=[CH:3][CH:2]=1.[Cl:21]C1C=C(B(O)O)C=CC=1>>[Cl:21][C:5]1[CH:6]=[C:1]([C:7]2[NH:8][C:9]3[CH:10]=[CH:11][CH:12]=[C:13]4[C:19](=[O:20])[NH:18][CH2:17][CH2:16][C:15]=2[C:14]=34)[CH:2]=[CH:3][CH:4]=1. Procedure details: In a manner similar to that described for Compound 12, the tricyclic bromide (200 mg, 0.75 mmol) and 3-chlorophenylboronic acid (130 mg, 0.83 mmol) were coupled to yield 2-(3-chlorophenyl)-1,3,4,5-tetrahydro-azepino[5,4,3-cd]indol-6-one, 151 mg (67%), as a shiny pale-yellow solid. mp 147-149° C.; 1H NMR (300 MHz, d6-DMSO) δ 3.06 (m, 2H), 3.39 (m, 2H), 7.24 (app t, 1H, J=7.8 Hz), 7.46 (m, 1H), 7.58 (m, 4H), 7.70 (m, 2H), 7.64 (m, 1H), 8.11 (br t, 1H), 11.68 (br s, 1H); MS (FAB, MH+) 297; Anal. (C...